Dataset: the Open Reaction Database (ORD), a public repository of structured organic reaction records. Task: describe an organic reaction: reactants, conditions, products, and yield The reactants are BrC=1C=C(C=CC1F)N (3-bromo-4-fluorophenylamine), C(C)B(C=1C=NC=CC1)CC (diethyl(3-pyridyl)borane), C([O-])([O-])=O.[K+].[K+] (potassium carbonate). The reagents and catalysts are C=1C=CC(=CC1)[P](C=2C=CC=CC2)(C=3C=CC=CC3)[Pd]([P](C=4C=CC=CC4)(C=5C=CC=CC5)C=6C=CC=CC6)([P](C=7C=CC=CC7)(C=8C=CC=CC8)C=9C=CC=CC9)[P](C=1C=CC=CC1)(C=1C=CC=CC1)C=1C=CC=CC1 (tetrakis(triphenylphosphine)palladium(0)). The solvent is COCCOC (1,2-dimethoxyethane), O (water). Reaction conditions: temperature 80 celsius. The product is FC1=C(C=C(C=C1)N)C=1C=NC=CC1 (4-fluoro-3-(pyridin-3-yl)phenylamine). Yield: 46.4%. RXN SMILES: Br[C:2]1[CH:3]=[C:4]([NH2:9])[CH:5]=[CH:6][C:7]=1[F:8].C(B(CC)[C:13]1[CH:14]=[N:15][CH:16]=[CH:17][CH:18]=1)C.C(=O)([O-])[O-].[K+].[K+]>COCCOC.O.C1C=CC([P]([Pd]([P](C2C=CC=CC=2)(C2C=CC=CC=2)C2C=CC=CC=2)([P](C2C=CC=CC=2)(C2C=CC=CC=2)C2C=CC=CC=2)[P](C2C=CC=CC=2)(C2C=CC=CC=2)C2C=CC=CC=2)(C2C=CC=CC=2)C2C=CC=CC=2)=CC=1>[F:8][C:7]1[CH:6]=[CH:5][C:4]([NH2:9])=[CH:3][C:2]=1[C:13]1[CH:14]=[N:15][CH:16]=[CH:17][CH:18]=1 |f:2.3.4,^1:37,39,58,77|. Reported procedure: A mixture of 3-bromo-4-fluorophenylamine (7.92 g, 41.7 mmol), diethyl(3-pyridyl)borane (6.74 g, 45.9 mmol), tetrakis(triphenylphosphine)palladium(0) (0.96 g, 0.83 mmol) and potassium carbonate (17.26 g, 125 mmol) in 1,2-dimethoxyethane (30 ml) and water (15 ml) was heated at 80° C. for 20 h. After cooling to ambient temperature the reaction was partitioned between ethyl acetate (500 ml) and water (500 ml). The organics were washed with brine (400 ml), dried (Na2SO4), filtered and concentrated in... As a reaction SMILES: [CH3:40][C:41]#[N:42].[NH2:1][CH:2]([CH2:3][c:4]1[cH:5][nH:6][c:7]2[cH:8][cH:9][cH:10][cH:11][c:12]12)[C:13]([OH:14])=[O:15].[Na+:20].[O-:16][C:17]([OH:18])=[O:19].[O:21]=[C:22]1[CH2:23][CH2:24][C:25](=[O:26])[N:27]1[O:28][C:29]([CH2:30][CH2:31][CH2:32][c:33]1[cH:34][cH:35][cH:36][cH:37][cH:38]1)=[O:39].[OH2:43]>>[NH:1]([CH:2]([CH2:3][c:4]1[cH:5][nH:6][c:7]2[cH:8][cH:9][cH:10][cH:11][c:12]12)[C:13]([OH:14])=[O:15])[C:29](=[O:28])[CH2:30][CH2:31][CH2:32][c:33]1[cH:34][cH:35][cH:36][cH:37][cH:38]1. The reactants are CC#N, NC(Cc1c[nH]c2ccccc12)C(=O)O, [Na+], O=C([O-])O, O=C(CCCc1ccccc1)ON1C(=O)CCC1=O, O. The product is O=C(CCCc1ccccc1)NC(Cc1c[nH]c2ccccc12)C(=O)O. Reactants: C1(=CC=CC=C1)C=1N=C(OC1C1=CC=CC=C1)C=1C(CCC1)CC=1C=C(C=CC1)C1=CC(=CC=C1)C(=O)OC (methyl 3′-{[2-(4,5-diphenyloxazol-2-yl)-2-cyclopenten-1-yl]methyl}biphenyl-3-carboxylate). The reagents and catalysts are [Pd] (Pd/C). Run in CCOC(=O)C (EtOAc), CO (MeOH). Conditions: time 14 hour. Yields the product C1(=CC=CC=C1)C=1N=C(OC1C1=CC=CC=C1)C1C(CCC1)CC=1C=C(C=CC1)C1=CC(=CC=C1)C(=O)OC (methyl 3′-{[2-(4,5-diphenyloxazol-2-yl)-1-cyclopentyl]methyl}biphenyl-3-carboxylate). Isolated yield 84.0%. RXN SMILES: [C:1]1([C:7]2[N:8]=[C:9]([C:18]3[CH:19]([CH2:23][C:24]4[CH:25]=[C:26]([C:30]5[CH:35]=[CH:34][CH:33]=[C:32]([C:36]([O:38][CH3:39])=[O:37])[CH:31]=5)[CH:27]=[CH:28][CH:29]=4)[CH2:20][CH2:21][CH:22]=3)[O:10][C:11]=2[C:12]2[CH:17]=[CH:16][CH:15]=[CH:14][CH:13]=2)[CH:6]=[CH:5][CH:4]=[CH:3][CH:2]=1>CCOC(C)=O.CO.[Pd]>[C:1]1([C:7]2[N:8]=[C:9]([CH:18]3[CH2:22][CH2:21][CH2:20][CH:19]3[CH2:23][C:24]3[CH:25]=[C:26]([C:30]4[CH:35]=[CH:34][CH:33]=[C:32]([C:36]([O:38][CH3:39])=[O:37])[CH:31]=4)[CH:27]=[CH:28][CH:29]=3)[O:10][C:11]=2[C:12]2[CH:13]=[CH:14][CH:15]=[CH:16][CH:17]=2)[CH:2]=[CH:3][CH:4]=[CH:5][CH:6]=1. Procedure details: A mixture of methyl 3′-{[2-(4,5-diphenyloxazol-2-yl)-2-cyclopenten-1-yl]methyl}biphenyl-3-carboxylate (204 mg) and 10% Pd/C (wet) (50 mg) in EtOAc (3 ml) and MeOH (3 ml) was stirred under hydrogen atmosphere at room temperature for 14 hours. The catalyst was removed by filtration and the filtrate was evaporated in vacuo. The residue was purified by silica gel column chromatography (hexane-EtOAc 12:1 to 6:1) to give methyl 3′-{[2-(4,5-diphenyloxazol-2-yl)-1-cyclopentyl]methyl}biphenyl-3-carboxyla... Starting materials: ClC1=CC(=C(C=C1)C(C=O)=C)[N+](=O)[O-] (2-(4-chloro-2-nitrophenyl) acrolein), O.C1(=CC=C(C=C1)S(=O)(=O)O)C (p-toluenesulfonic acid monohydrate), C(C)(=O)NC(C(=O)OCC)C(=O)OCC (diethyl acetamidomalonate), C[O-].[Na+] (sodium methoxide). Run in O (water), C1=CC=CC=C1 (benzene), C1=CC=CC=C1 (benzene). Run at time 30 minute. The product is C(C)OC(=O)C1(N(C=C(C1)C1=C(C=C(C=C1)Cl)[N+](=O)[O-])C(C)=O)C(=O)OCC (1-Acetyl-4-(4-chloro-2-nitrophenyl)-2,3-dihydro-1H-pyrrole-2,2-dicarboxylic acid diethyl ester). RXN SMILES: [Cl:1][C:2]1[CH:7]=[CH:6][C:5]([C:8](=[CH2:11])[CH:9]=O)=[C:4]([N+:12]([O-:14])=[O:13])[CH:3]=1.[C:15]([NH:18][CH:19]([C:25]([O:27][CH2:28][CH3:29])=[O:26])[C:20]([O:22][CH2:23][CH3:24])=[O:21])(=[O:17])[CH3:16].C[O-].[Na+].O.C1(C)C=CC(S(O)(=O)=O)=CC=1>O.C1C=CC=CC=1>[CH2:23]([O:22][C:20]([C:19]1([C:25]([O:27][CH2:28][CH3:29])=[O:26])[CH2:9][C:8]([C:5]2[CH:6]=[CH:7][C:2]([Cl:1])=[CH:3][C:4]=2[N+:12]([O-:14])=[O:13])=[CH:11][N:18]1[C:15](=[O:17])[CH3:16])=[O:21])[CH3:24] |f:2.3,4.5|. Reported procedure: A solution of 143.0 g (0.676 mol) of 2-(4-chloro-2-nitrophenyl) acrolein in 600 ml. of benzene was added over 1.5 hour to a stirred suspension of 148.5 g (0.684 mol) of diethyl acetamidomalonate and 0.80 g of sodium methoxide in 600 ml. of benzene. The Michael addition was complete after 30 minutes. 3.8 g of p-toluenesulfonic acid monohydrate was added and the mixture was heated at reflux for 40 minutes with constant removal of the water formed. The reaction mixture was washed with saturated sod... Reaction SMILES: [CH3:1][O:2][C:3]1[C:8]([O:9][C:10]2[CH:15]=[CH:14][CH:13]=[CH:12][C:11]=2[O:16][CH3:17])=[C:7]([NH:18][S:19]([C:22]2[CH:27]=[CH:26][C:25]([CH3:28])=[CH:24][N:23]=2)(=[O:21])=[O:20])[N:6]=[C:5]([C:29]2[CH:34]=[CH:33][N:32]=[C:31]([C:35](N)=[O:36])[CH:30]=2)[N:4]=1.Cl.C1C[O:42]CC1>C1COCC1.O1CCOCC1>[CH3:1][O:2][C:3]1[C:8]([O:9][C:10]2[CH:15]=[CH:14][CH:13]=[CH:12][C:11]=2[O:16][CH3:17])=[C:7]([NH:18][S:19]([C:22]2[CH:27]=[CH:26][C:25]([CH3:28])=[CH:24][N:23]=2)(=[O:21])=[O:20])[N:6]=[C:5]([C:29]2[CH:34]=[CH:33][N:32]=[C:31]([C:35]([OH:42])=[O:36])[CH:30]=2)[N:4]=1 |f:3.4|. The reactants are COC1=NC(=NC(=C1OC1=C(C=CC=C1)OC)NS(=O)(=O)C1=NC=C(C=C1)C)C1=CC(=NC=C1)C(=O)N (4-[4-methoxy-5-(2-methoxy-phenoxy)-6-(5-methyl-pyridine-2-sulfonylamino)-pyrimidin-2-yl]-pyridine-2-carboxylic acid amide), COC1=NC(=NC(=C1OC1=C(C=CC=C1)OC)NS(=O)(=O)C1=NC=C(C=C1)C)C1=CC(=NC=C1)C(=O)N (4-[4-methoxy-5-(2-methoxy-phenoxy)-6-(5-methyl-pyridine-2-sulfonylamino)-pyrimidin-2-yl]-pyridine-2-carboxylic acid amide), Cl (HCl), C1CCOC1 (THF), Cl (HCl). The product is COC1=NC(=NC(=C1OC1=C(C=CC=C1)OC)NS(=O)(=O)C1=NC=C(C=C1)C)C1=CC(=NC=C1)C(=O)O (4-[4-methoxy-5-(2-methoxy-phenoxy)-6-(5-methyl-pyridine-2-sulfonylamino)-pyrimidin-2-yl]-pyridine-2-carboxylic acid). Procedure: 1 g of 4-[4-methoxy-5-(2-methoxy-phenoxy)-6-(5-methyl-pyridine-2-sulfonylamino)-pyrimidin-2-yl]-pyridine-2-carboxylic acid amide, product of example 20, dissolved in a mixture of THF/dioxane (40 ml/30 ml) were treated at RT with 3N HCl (40 ml) and the solution was refluxed for 24 h, further THF (12 ml) and 3M HCl (12 ml) was then added and the solution was heated to reflux for further 24 h until the transformation was complete according to TLC analysis. The reaction mixture was concentrated in v... Solvent: C1CCOC1.O1CCOCC1 (THF dioxane). The reactants are ClC=1C=C(C=C(C1)Cl)SC1=C(N=C(N1)COCC1=CC=C(C=C1)OC)C(C)C (5-(3,5-dichlorophenylthio)-4-isopropyl-2-(p-methoxybenzyloxymethyl)-1H-imidazole), C([O-])([O-])=O.[K+].[K+] (potassium carbonate), CI (methyl iodide). The solvent is CN(C=O)C (N,N-dimethylformamide). Reaction conditions: time 8 hour. The product is ClC=1C=C(C=C(C1)Cl)SC1=C(N=C(N1C)COCC1=CC=C(C=C1)OC)C(C)C (5-(3,5-dichlorophenylthio)-1-methyl-4-isopropyl-2-(p-methoxybenzyloxymethyl)-1H-imidazole). Yield: 80.7%. RXN SMILES: [Cl:1][C:2]1[CH:3]=[C:4]([S:9][C:10]2[NH:14][C:13]([CH2:15][O:16][CH2:17][C:18]3[CH:23]=[CH:22][C:21]([O:24][CH3:25])=[CH:20][CH:19]=3)=[N:12][C:11]=2[CH:26]([CH3:28])[CH3:27])[CH:5]=[C:6]([Cl:8])[CH:7]=1.[C:29](=O)([O-])[O-].[K+].[K+].CI>CN(C)C=O>[Cl:8][C:6]1[CH:5]=[C:4]([S:9][C:10]2[N:14]([CH3:29])[C:13]([CH2:15][O:16][CH2:17][C:18]3[CH:23]=[CH:22][C:21]([O:24][CH3:25])=[CH:20][CH:19]=3)=[N:12][C:11]=2[CH:26]([CH3:28])[CH3:27])[CH:3]=[C:2]([Cl:1])[CH:7]=1 |f:1.2.3|. Procedure: (5)In 25 ml of dry N,N-dimethylformamide was dissolved 11.0 g (25.1 mmol)of 5-(3,5-dichlorophenylthio)-4-isopropyl-2-(p-methoxybenzyloxymethyl)-1H-imidazole (16b), followed by addition of 5.2 g (38 mmol)of potassium carbonate powder. Then, 3.90 g (27.7 mmol)of methyl iodide was further added and the mixture was stirred at room temperature for 8 hours. This reaction mixture was concentrated under reduced pressure and the residue was diluted with water and extracted with diethyl ether. The organic... Starting materials: COC([C@@H](CN(NC(=O)OC(C)(C)C)CC1=CC=C(C=C1)C1=C(C=CC(=C1)Cl)F)O)=O ((R)-3-[N′-t-butoxycarbonyl-N-(5′-chloro-2′-fluorobiphenyl-4-ylmethyl)hydrazino]-2-hydroxypropionic acid methyl ester), Cl.CCO (HCl EtOH). The product is C(C)OC([C@@H](CN(N)CC1=CC=C(C=C1)C1=C(C=CC(=C1)Cl)F)O)=O ((R)-3-[N-(5′-Chloro-2′-fluorobiphenyl-4-ylmethyl)hydrazino]-2-hydroxypropionic Acid Ethyl Ester), Cl (HCl). Reaction SMILES: [CH3:1][O:2][C:3](=[O:31])[C@H:4]([OH:30])[CH2:5][N:6]([CH2:15][C:16]1[CH:21]=[CH:20][C:19]([C:22]2[CH:27]=[C:26]([Cl:28])[CH:25]=[CH:24][C:23]=2[F:29])=[CH:18][CH:17]=1)[NH:7]C(OC(C)(C)C)=O.[ClH:32].[CH3:33]CO>>[CH2:1]([O:2][C:3](=[O:31])[C@H:4]([OH:30])[CH2:5][N:6]([CH2:15][C:16]1[CH:21]=[CH:20][C:19]([C:22]2[CH:27]=[C:26]([Cl:28])[CH:25]=[CH:24][C:23]=2[F:29])=[CH:18][CH:17]=1)[NH2:7])[CH3:33].[ClH:32] |f:1.2|. Reported procedure: A solution of (R)-3-[N′-t-butoxycarbonyl-N-(5′-chloro-2′-fluorobiphenyl-4-ylmethyl)hydrazino]-2-hydroxypropionic acid methyl ester (20 g, 16 mmol) in HCl/EtOH (1.1 M, 200 mL) was stirred overnight and then concentrated in vacuo. The residue was dispersed in EtOAc (2×40 mL), and the precipitate was collected by filtration to give the title compound as an off-white solid HCl salt (8.8 g). LC-MS: 367 [M+H]+. 1H NMR (300 MHz, DMSO-d6) δ 1.05 (t, J=7.2 Hz, 3H), 3.05-3.03 (q, J=7.2 Hz, 2H), 4.06-3.95 ... The reactants are C(#N)C1(CCCCC1)N1CCC(CC1)O (1-(1-cyanocyclohexyl)-4-hydroxypiperidine), BrC1=CC=CC=C1 (bromobenzene), [Mg] (magnesium), II (iodine). The reagents and catalysts are BrCCBr (1,2-dibromoethane). Run in O1CCCC1 (tetrahydrofuran). Reaction conditions: time 17 hour. Product: C1(=CC=CC=C1)C1(CCCCC1)N1CCC(CC1)O (1-(1 phenylcyclohexyl) 4 hydroxypiperidine). As a reaction SMILES: Br[C:2]1[CH:7]=[CH:6][CH:5]=[CH:4][CH:3]=1.[Mg].II.C([C:13]1([N:19]2[CH2:24][CH2:23][CH:22]([OH:25])[CH2:21][CH2:20]2)[CH2:18][CH2:17][CH2:16][CH2:15][CH2:14]1)#N>O1CCCC1.BrCCBr>[C:2]1([C:13]2([N:19]3[CH2:20][CH2:21][CH:22]([OH:25])[CH2:23][CH2:24]3)[CH2:18][CH2:17][CH2:16][CH2:15][CH2:14]2)[CH:7]=[CH:6][CH:5]=[CH:4][CH:3]=1. Procedure details: To bromobenzene (4.1 mL) and magnesium turnings (4 g) in 200 mL dry tetrahydrofuran under nitrogen was added a crystal of iodine and 10 drops of 1,2-dibromoethane After small bubbles began to form, the reaction was stirred and heated to reflux for 4 hours. After cooling to room temperature 1-(1-cyanocyclohexyl)-4-hydroxypiperidine (2 g) was added. After 17 hours, the reaction was filtered, 120 mL saturated ammonium chloride was added and the mixture was extracted with ethyl ether. The ether laye...